This data is from the Open Reaction Database (ORD), a public repository of structured organic reaction records. The task is: describe an organic reaction: reactants, conditions, products, and yield Starting materials: COC(C1=C(C=CC=C1)OC1=C(C(=CC=C1)OCCCOC1=C(C=C(C(=C1)OCC1=CC=CC=C1)B1OC(C(O1)(C)C)(C)C)CC)CCC)=O (2-(3-{3-[5-benzyloxy-2-ethyl-4-(4,4,5,5-tetramethyl-[1,3,2]dioxaborolan-2-yl)phenoxy]propoxy}-2-propylphenoxy)benzoic acid methyl ester), BrC=1SC=CN1 (2-bromothiazole), C([O-])([O-])=O.[Cs+].[Cs+] (cesium carbonate), oxygenated toluene, BrC=1SC=CN1 (2-bromothiazole). The reagents and catalysts are C1=CC=C(C=C1)P([C-]2C=CC=C2)C3=CC=CC=C3.C1=CC=C(C=C1)P([C-]2C=CC=C2)C3=CC=CC=C3.Cl[Pd]Cl.[Fe+2] (PdC12(dppf)), C1=CC=C(C=C1)P([C-]2C=CC=C2)C3=CC=CC=C3.C1=CC=C(C=C1)P([C-]2C=CC=C2)C3=CC=CC=C3.Cl[Pd]Cl.[Fe+2] (PdCl2(dppf)). Conditions: temperature 60 celsius, time 7 hour. The product is C(C)C1=C(OCCCOC=2C(=C(OC3=C(C(=O)O)C=CC=C3)C=CC2)CCC)C=C(C(=C1)C=1SC=CN1)O (2-{3-[3-(2-Ethyl-5-hydroxy-4-thiazol-2-yl-phenoxy)propoxy]-2-propyl-phenoxy}benzoic acid). Yield: 37.5%. Reaction SMILES: C[O:2][C:3](=[O:50])[C:4]1[CH:9]=[CH:8][CH:7]=[CH:6][C:5]=1[O:10][C:11]1[CH:16]=[CH:15][CH:14]=[C:13]([O:17][CH2:18][CH2:19][CH2:20][O:21][C:22]2[CH:27]=[C:26]([O:28]CC3C=CC=CC=3)[C:25](B3OC(C)(C)C(C)(C)O3)=[CH:24][C:23]=2[CH2:45][CH3:46])[C:12]=1[CH2:47][CH2:48][CH3:49].Br[C:52]1[S:53][CH:54]=[CH:55][N:56]=1.C(=O)([O-])[O-].[Cs+].[Cs+]>C1C=CC(P(C2C=CC=CC=2)[C-]2C=CC=C2)=CC=1.C1C=CC(P(C2C=CC=CC=2)[C-]2C=CC=C2)=CC=1.Cl[Pd]Cl.[Fe+2]>[CH2:45]([C:23]1[CH:24]=[C:25]([C:52]2[S:53][CH:54]=[CH:55][N:56]=2)[C:26]([OH:28])=[CH:27][C:22]=1[O:21][CH2:20][CH2:19][CH2:18][O:17][C:13]1[C:12]([CH2:47][CH2:48][CH3:49])=[C:11]([CH:16]=[CH:15][CH:14]=1)[O:10][C:5]1[CH:6]=[CH:7][CH:8]=[CH:9][C:4]=1[C:3]([OH:50])=[O:2])[CH3:46] |f:2.3.4,5.6.7.8|. Reported procedure: A mixture of 2-(3-{3-[5-benzyloxy-2-ethyl-4-(4,4,5,5-tetramethyl-[1,3,2]dioxaborolan-2-yl)phenoxy]propoxy}-2-propylphenoxy)benzoic acid methyl ester (960 mg, 1.41 mmol), 2-bromothiazole (0.25 mL, 2.8 mmol), cesium carbonate (1.15 g, 3.52 mmol), and PdC12(dppf) (35 mg, 0.040 mmol) in de-oxygenated toluene (35 mL) was heated at 60° C. for 16 h then at 100° C. for 7 h. Additional portions of 2-bromothiazole (0.13 mL) and PdCl2(dppf) (˜30 mg) were added and heating continued at 100° C. for 72 h. The...